This data is from the Open Reaction Database (ORD), a public repository of structured organic reaction records. The task is: describe an organic reaction: reactants, conditions, products, and yield Reactants: C(C)(C)(C)C=1N=C(C2=C(N1)N(N=N2)CC)N2CC(CC2)(F)F (5-tert-Butyl-7-(3,3-difluoro-pyrrolidin-1-yl)-3-ethyl-3H-[1,2,3]triazolo[4,5-d]pyrimidine), C(C)(C)(C)C=1N=C(C2=C(N1)NN=N2)N2CC(CC2)(F)F (5-tert-butyl-7-(3,3-difluoropyrrolidin-1-yl)-3H-[1,2,3]triazolo[4,5-d]pyrimidine), BrC1CS(CC1)(=O)=O (3-bromo-tetrahydro-thiophene 1,1-di oxide). Yields the product C(C)(C)(C)C=1N=C(C2=C(N1)N(N=N2)C2CS(CC2)(=O)=O)N2CC(CC2)(F)F (5-tert-Butyl-7-(3,3-difluoro-pyrrolidin-1-yl)-3-(1,1-dioxo-tetrahydro-1λ6-thiophen-3-yl)-3H-[1,2,3]triazolo[4,5-d]pyrimidine). Reaction SMILES: [C:1]([C:5]1[N:6]=[C:7]([N:16]2[CH2:20][CH2:19][C:18]([F:22])([F:21])[CH2:17]2)[C:8]2[N:13]=[N:12][N:11]([CH2:14][CH3:15])[C:9]=2[N:10]=1)([CH3:4])([CH3:3])[CH3:2].C(C1N=C(N2CCC(F)(F)C2)C2N=NNC=2N=1)(C)(C)C.Br[CH:44]1CC[S:46](=[O:50])(=[O:49])[CH2:45]1>>[C:1]([C:5]1[N:6]=[C:7]([N:16]2[CH2:20][CH2:19][C:18]([F:21])([F:22])[CH2:17]2)[C:8]2[N:13]=[N:12][N:11]([CH:14]3[CH2:44][CH2:45][S:46](=[O:50])(=[O:49])[CH2:15]3)[C:9]=2[N:10]=1)([CH3:2])([CH3:3])[CH3:4]. Procedure: In analogy to the procedure described for the synthesis of 5-tert-butyl-7-(3,3-difluoropyrrolidin-1-yl)-3-ethyl-3H-[1,2,3]triazolo[4,5-d]pyrimidine (example 61), the title compound was prepared from 5-tert-butyl-7-(3,3-difluoropyrrolidin-1-yl)-3H-[1,2,3]triazolo[4,5-d]pyrimidine and 3-bromo-tetrahydro-thiophene 1,1-di oxide and isolated as white solid. MS (m/e): 401.3 (MH+).